From a dataset of the Open Reaction Database (ORD), a public repository of structured organic reaction records. describe an organic reaction: reactants, conditions, products, and yield Starting materials: CC=1C=C(C=CC1)C(C)=O (3′-methylacetophenone), NH4HCO3, [C-]#N.[K+] (KCN), C(C)O (ethanol), [NH4+].[OH-] (NH4OH), O (water). Reaction conditions: temperature 60 celsius, time 8 hour. Product: CC1(C(NC(N1)=O)=O)C1=CC(=CC=C1)C (5-methyl-5-(3-methylphenyl)-imidazolidine-2,4-dione). RXN SMILES: [CH3:1][C:2]1[CH:3]=[C:4]([C:8](=O)[CH3:9])[CH:5]=[CH:6][CH:7]=1.[C-:11]#[N:12].[K+].[NH4+:14].[OH-:15].[OH2:16].[CH2:17](O)C>>[CH3:9][C:8]1([C:4]2[CH:5]=[CH:6][CH:7]=[C:2]([CH3:1])[CH:3]=2)[NH:14][C:17](=[O:15])[NH:12][C:11]1=[O:16] |f:1.2,3.4|. Procedure details: To a solution of 930 mg 3′-methylacetophenone in 5 mL anhydrous ethanol was added 2.04 g NH4HCO3, 542 mg KCN, then 2.1 mL conc. NH4OH. The mixture was stirred at 60° C. overnight. Addition of water and partial solvent removal induced crystallization. The product was vacuum filtered and washed several times with water. The resultant white solid was recrystallized from MeOH to yield 5-methyl-5-(3-methylphenyl)-imidazolidine-2,4-dione as a white solid. A solution of 351 mg of the imidazolidinedione...